Dataset: the Open Reaction Database (ORD), a public repository of structured organic reaction records. Task: describe an organic reaction: reactants, conditions, products, and yield Starting materials: BrC=1C=NC=2N(C1)N=C(C2)C(=O)O (6-bromo-pyrazolo[1,5-a]pyrimidine-2-carboxylic acid), BrC=1C=C2CCNC(C2=CC1)C (6-Bromo-1-methyl-1,2,3,4-tetrahydro-isoquinoline). Product: BrC=1C=C2CCN(C(C2=CC1)C)C(=O)C1=NN2C(N=CC(=C2)Br)=C1 ((6-Bromo-1-methyl-3,4-dihydro-1H-isoquinolin-2-yl)-(6-bromo-pyrazolo[1,5-a]pyrimidin-2-yl)-methanone). RXN SMILES: [Br:1][C:2]1[CH:3]=[N:4][C:5]2[N:6]([N:8]=[C:9]([C:11]([OH:13])=O)[CH:10]=2)[CH:7]=1.[Br:14][C:15]1[CH:16]=[C:17]2[C:22](=[CH:23][CH:24]=1)[CH:21]([CH3:25])[NH:20][CH2:19][CH2:18]2>>[Br:14][C:15]1[CH:16]=[C:17]2[C:22](=[CH:23][CH:24]=1)[CH:21]([CH3:25])[N:20]([C:11]([C:9]1[CH:10]=[C:5]3[N:4]=[CH:3][C:2]([Br:1])=[CH:7][N:6]3[N:8]=1)=[O:13])[CH2:19][CH2:18]2. Reported procedure: In close analogy to the procedure described in Example 1, 6-bromo-pyrazolo[1,5-a]pyrimidine-2-carboxylic acid is reacted with 6-Bromo-1-methyl-1,2,3,4-tetrahydro-isoquinoline to provide the title compound in moderate yield. Starting materials: O[C@@H]1C[C@@H]2N(CCN(C2)C2=NC=C(C=N2)F)C1 ((7R,8aS)-7-hydroxy-2-(5-fluoropyrimidin-2-yl)-1,2,3,4,6,7,8,8a-octahydro-pyrrolo[1,2-a]pyrazine), C(C1=CC=CC=C1)(=O)O (benzoic acid), C1(=CC=CC=C1)P(C1=CC=CC=C1)C1=CC=CC=C1 (triphenylphosphine), N(=NC(=O)OCC)C(=O)OCC (diethyl azodicarboxylate). Solvent: C1CCOC1 (THF), CO (methanol), C(Cl)Cl (methylene chloride). The product is C(C1=CC=CC=C1)(=O)O[C@H]1C[C@@H]2N(CCN(C2)C2=NC=C(C=N2)F)C1 ((7S,8aS)-2-(5-Fluoropyrimidin-2-yl)-1,2,3,4,6,7,8,8a-octahydro-pyrrolo[1,2-a]pyrazin-7-yl benzoate). Isolated yield 58.4%. As a reaction SMILES: [OH:1][C@H:2]1[CH2:17][N:5]2[CH2:6][CH2:7][N:8]([C:10]3[N:15]=[CH:14][C:13]([F:16])=[CH:12][N:11]=3)[CH2:9][C@@H:4]2[CH2:3]1.[C:18](O)(=[O:25])[C:19]1[CH:24]=[CH:23][CH:22]=[CH:21][CH:20]=1.C1(P(C2C=CC=CC=2)C2C=CC=CC=2)C=CC=CC=1.N(C(OCC)=O)=NC(OCC)=O>C1COCC1.CO.C(Cl)Cl>[C:18]([O:1][C@@H:2]1[CH2:17][N:5]2[CH2:6][CH2:7][N:8]([C:10]3[N:11]=[CH:12][C:13]([F:16])=[CH:14][N:15]=3)[CH2:9][C@@H:4]2[CH2:3]1)(=[O:25])[C:19]1[CH:24]=[CH:23][CH:22]=[CH:21][CH:20]=1. Procedure: A solution of 2.0 g (8.4 mmol) of (7R,8aS)-7-hydroxy-2-(5-fluoropyrimidin-2-yl)-1,2,3,4,6,7,8,8a-octahydro-pyrrolo[1,2-a]pyrazine (Preparation 6), 1.54 g (12.6 mmol) of benzoic acid, 2.65 g (10.1 mmol) of triphenylphosphine, and 1.59 mL (10.1 mmol) of diethyl azodicarboxylate (DEAD) in 85 mL of THF was stirred at ambient temperature for 16 h. The solvent was evaporated, and flash silica gel chromatography with 1:1 hexane:ethyl acetate gave 2.5 g of partially purified material. A second chromatog... Product: C(#N)C1=CC=C(C=C1)N1C(OC(C1)CN1CC(NCC1)C(=O)OCC)=O (Ethyl 1-(3-(4-cyanophenyl)-2-oxo-5-oxazolidinylmethyl)piperazine-3-carboxylate). Reaction SMILES: C(OC([N:8]1[CH2:13][CH2:12][N:11]([CH2:14][CH:15]2[O:19][C:18](=[O:20])[N:17]([C:21]3[CH:26]=[CH:25][C:24]([C:27]#[N:28])=[CH:23][CH:22]=3)[CH2:16]2)[CH2:10][CH:9]1[C:29]([O:31][CH2:32][CH3:33])=[O:30])=O)(C)(C)C.C(C1C=CC(N2CC(CBr)OC2=O)=CC=1)#N.C(OC(N1CCNCC1C(OCC)=O)=O)(C)(C)C.FC(F)(F)C(O)=O>ClCCl>[C:27]([C:24]1[CH:25]=[CH:26][C:21]([N:17]2[CH2:16][CH:15]([CH2:14][N:11]3[CH2:12][CH2:13][NH:8][CH:9]([C:29]([O:31][CH2:32][CH3:33])=[O:30])[CH2:10]3)[O:19][C:18]2=[O:20])=[CH:22][CH:23]=1)#[N:28]. Run in ClCCl (dichloromethane). Run at time 1 hour. Procedure: A solution of 1 g of ethyl 1-tert-butoxycarbonyl-4-(3-(4-cyanophenyl)-2-oxo-5-oxazolidinylmethyl)piperazine-2-carboxylate (obtainable by reacting 3-(4-cyanophenyl)-5-bromomethyl-2-oxazolidinone with ethyl 1-tert-butoxycarbonylpiperazine-2-carboxylate in accordance with the method described in Example 3) in 12 ml of dichloromethane and 12 ml of trifluoroacetic acid is left to stand at 20° for 1 h. and then concentrated by evaporation. Ethyl 1-(3-(4-cyanophenyl)-2-oxo-5-oxazolidinylmethyl)piperazi... Reactants: C(C)(C)(C)OC(=O)N1C(CN(CC1)CC1CN(C(O1)=O)C1=CC=C(C=C1)C#N)C(=O)OCC (ethyl 1-tert-butoxycarbonyl-4-(3-(4-cyanophenyl)-2-oxo-5-oxazolidinylmethyl)piperazine-2-carboxylate), FC(C(=O)O)(F)F (trifluoroacetic acid), C(#N)C1=CC=C(C=C1)N1C(OC(C1)CBr)=O (3-(4-cyanophenyl)-5-bromomethyl-2-oxazolidinone), C(C)(C)(C)OC(=O)N1C(CNCC1)C(=O)OCC (ethyl 1-tert-butoxycarbonylpiperazine-2-carboxylate). Starting materials: CCS(=O)(=O)N1CCC(C#N)(CC(C)C)CC1, CO, N, O. Product: CCS(=O)(=O)N1CCC(CN)(CC(C)C)CC1. RXN SMILES: [CH2:1]([CH3:2])[S:3](=[O:4])(=[O:5])[N:6]1[CH2:7][CH2:8][C:9]([C:12]#[N:13])([CH2:14][CH:15]([CH3:16])[CH3:17])[CH2:10][CH2:11]1.[CH3:20][OH:21].[NH3:18].[OH2:19]>>[CH2:1]([CH3:2])[S:3](=[O:4])(=[O:5])[N:6]1[CH2:7][CH2:8][C:9]([CH2:12][NH2:13])([CH2:14][CH:15]([CH3:16])[CH3:17])[CH2:10][CH2:11]1. Starting materials: N1(C=NC=2C=NC=3C=CC=CC3C21)CCCC(=O)C2=CC=CC=C2 (4-(1H-imidazo[4,5-c]quinolin-1-yl)-1-phenylbutan-1-one), C1=CC(=CC(=C1)Cl)C(=O)OO (m-CPBA). Product: [O-][N+]1=CC2=C(C=3C=CC=CC13)N(C=N2)CCCC(=O)C2=CC=CC=C2 (4-(5-oxido-1H-imidazo[4,5-c]quinolin-1-yl)-1-phenylbutan-1-one). As a reaction SMILES: [N:1]1([CH2:14][CH2:15][CH2:16][C:17]([C:19]2[CH:24]=[CH:23][CH:22]=[CH:21][CH:20]=2)=[O:18])[C:13]2[C:12]3[CH:11]=[CH:10][CH:9]=[CH:8][C:7]=3[N:6]=[CH:5][C:4]=2[N:3]=[CH:2]1.C1C=C(Cl)C=C(C(OO)=[O:33])C=1>>[O-:33][N+:6]1[C:7]2[CH:8]=[CH:9][CH:10]=[CH:11][C:12]=2[C:13]2[N:1]([CH2:14][CH2:15][CH2:16][C:17]([C:19]3[CH:24]=[CH:23][CH:22]=[CH:21][CH:20]=3)=[O:18])[CH:2]=[N:3][C:4]=2[CH:5]=1. Reported procedure: The general method described in Steps 9 and 10 of Example 1 was used to aminate 4-(1H-imidazo[4,5-c]quinolin-1-yl)-1-phenylbutan-1-one (4.08 g, 12.9 mmol) by reaction with m-CPBA (3.20 g, 14.2 mmol) to provide 4-(5-oxido-1H-imidazo[4,5-c]quinolin-1-yl)-1-phenylbutan-1-one followed by reaction with p-toluenesulfonyl chloride (2.71 g, 14.2 mmol) and ammonium hydroxide solution (22 mL) to provide 4-(4-amino-1H-imidazo[4,5-c]quinolin-1-yl)-1-phenylbutan-1-one) as white needles, mp 209-211° C. Starting materials: C(=O)C1=CN=C(S1)NCCCNC([C@H](C)NC(OC(C)(C)C)=O)=O ((S)-tert-Butyl 1-(3-(5-formylthiazol-2-ylamino)propylamino)-1-oxopropan-2-ylcarbamate), Cl (HCl), Cl (HCl), C(C)OCC (diethyl ether). The solvent is C(Cl)Cl (CH2Cl2). Conditions: time 2.5 day. The product is N[C@H](C(=O)NCCCNC=1SC(=CN1)C=O)C ((S)-2-Amino-N-(3-(5-formylthiazol-2-ylamino)propyl)propanamide). The yield is 137.6%. RXN SMILES: [CH:1]([C:3]1[S:7][C:6]([NH:8][CH2:9][CH2:10][CH2:11][NH:12][C:13](=[O:24])[C@@H:14]([NH:16]C(=O)OC(C)(C)C)[CH3:15])=[N:5][CH:4]=1)=[O:2].Cl.C(OCC)C>C(Cl)Cl>[NH2:16][C@@H:14]([CH3:15])[C:13]([NH:12][CH2:11][CH2:10][CH2:9][NH:8][C:6]1[S:7][C:3]([CH:1]=[O:2])=[CH:4][N:5]=1)=[O:24]. Reported procedure: Following the procedure as described in Example 68, except using material from Example 69 (265 mg, 0.743 mmol), CH2Cl2 (50 mL), HCl, 11.0M in diethyl ether (5 mL, 5.00 mmol) and stirring at room temp for 2.5 days, 262 mg (quantitative yield) of the title compound is obtained as a pale yellow solid, as a bis HCl salt by weight. LC/MS (Condition A): ret. T=0.93 min, (M+H)+ 257.14. The reactants are Cl (HCl), BrCC1=C(CN2S(N(C3=C2C=CC=C3)C3=C(C(=CC=C3)F)F)(=O)=O)C=CC=C1 (1-[2-(bromomethyl)benzyl]-3-(2,3-difluorophenyl)-1,3-dihydro-2,1,3-benzothiadiazole 2,2-dioxide), CN (methyl amine). Product: Cl.FC1=C(C=CC=C1F)N1S(N(C2=C1C=CC=C2)CC2=C(C=CC=C2)CNC)(=O)=O (1-(2-{[3-(2,3-difluorophenyl)-2,2-dioxido-2,1,3-benzothiadiazol-1(3H)-yl]methyl}phenyl)-N-methylmethanamine hydrochloride). The yield is 48.0%. RXN SMILES: Br[CH2:2][C:3]1[CH:28]=[CH:27][CH:26]=[CH:25][C:4]=1[CH2:5][N:6]1[C:10]2[CH:11]=[CH:12][CH:13]=[CH:14][C:9]=2[N:8]([C:15]2[CH:20]=[CH:19][CH:18]=[C:17]([F:21])[C:16]=2[F:22])[S:7]1(=[O:24])=[O:23].[CH3:29][NH2:30].[ClH:31]>>[ClH:31].[F:22][C:16]1[C:17]([F:21])=[CH:18][CH:19]=[CH:20][C:15]=1[N:8]1[C:9]2[CH:14]=[CH:13][CH:12]=[CH:11][C:10]=2[N:6]([CH2:5][C:4]2[CH:25]=[CH:26][CH:27]=[CH:28][C:3]=2[CH2:2][NH:30][CH3:29])[S:7]1(=[O:24])=[O:23] |f:3.4|. Procedure details: In an analogous manner to general procedure V, 1-[2-(bromomethyl)benzyl]-3-(2,3-difluorophenyl)-1,3-dihydro-2,1,3-benzothiadiazole 2,2-dioxide (38 mg, 0.082 mmol) was treated with methyl amine to give 1-(2-{[3-(2,3-difluorophenyl)-2,2-dioxido-2,1,3-benzothiadiazol-1(3H)-yl]methyl}phenyl)-N-methylmethanamine hydrochloride (18 mg, 48%) after treatment with HCl. The reactants are CO, CCOC(=O)C(=C(c1ccc(F)cc1)c1ccc(F)cc1)c1nnnn1C(C)C, [Li+], C1CCOC1, [OH-], O=S(=O)(O)O. As a reaction SMILES: [CH3:35][OH:36].[F:1][c:2]1[cH:3][cH:4][c:5]([C:8](=[C:9]([C:10](=[O:11])[O:12][CH2:13][CH3:14])[c:15]2[n:16][n:17][n:18][n:19]2[CH:20]([CH3:21])[CH3:22])[c:23]2[cH:24][cH:25][c:26]([F:29])[cH:27][cH:28]2)[cH:6][cH:7]1.[Li+:38].[O:30]1[CH2:31][CH2:32][CH2:33][CH2:34]1.[OH-:37].[S:39](=[O:40])(=[O:41])([OH:42])[OH:43]>>[F:1][c:2]1[cH:3][cH:4][c:5]([C:8](=[C:9]([C:10](=[O:11])[OH:12])[c:15]2[n:16][n:17][n:18][n:19]2[CH:20]([CH3:21])[CH3:22])[c:23]2[cH:24][cH:25][c:26]([F:29])[cH:27][cH:28]2)[cH:6][cH:7]1. Product: CC(C)n1nnnc1C(C(=O)O)=C(c1ccc(F)cc1)c1ccc(F)cc1. Procedure: The title compound was prepared from 7-difluoromethyl-3-ethynyl-5-(4-trifluoromethyl-phenyl)-pyrazolo[1,5-a]pyrimidine (example C.2) (675 mg, 2 mmol) and [2-(5-bromo-2,4-difluoro-benzenesulfonylamino)-ethyl]-carbamic acid tert-butyl ester (1080 mg, 2.6 mmol) according to general procedure II. Obtained as a yellow solid (670 mg, 50%). MS (ISP) 572.0 [(M+H)+]; mp 203-204° C. (dec.). Yield: 50.0%. RXN SMILES: [F:1][CH:2]([F:24])[C:3]1[N:8]2[N:9]=[CH:10][C:11]([C:12]#[CH:13])=[C:7]2[N:6]=[C:5]([C:14]2[CH:19]=[CH:18][C:17]([C:20]([F:23])([F:22])[F:21])=[CH:16][CH:15]=2)[CH:4]=1.[C:25]([O:29][C:30](=[O:47])[NH:31][CH2:32][CH2:33][NH:34][S:35]([C:38]1[CH:43]=[C:42](Br)[C:41]([F:45])=[CH:40][C:39]=1[F:46])(=[O:37])=[O:36])([CH3:28])([CH3:27])[CH3:26]>>[C:25]([O:29][C:30](=[O:47])[NH:31][CH2:32][CH2:33][NH:34][S:35]([C:38]1[CH:43]=[C:42]([C:13]#[C:12][C:11]2[CH:10]=[N:9][N:8]3[C:3]([CH:2]([F:1])[F:24])=[CH:4][C:5]([C:14]4[CH:19]=[CH:18][C:17]([C:20]([F:23])([F:22])[F:21])=[CH:16][CH:15]=4)=[N:6][C:7]=23)[C:41]([F:45])=[CH:40][C:39]=1[F:46])(=[O:36])=[O:37])([CH3:28])([CH3:26])[CH3:27]. Reactants: FC(C1=CC(=NC=2N1N=CC2C#C)C2=CC=C(C=C2)C(F)(F)F)F (7-difluoromethyl-3-ethynyl-5-(4-trifluoromethyl-phenyl)-pyrazolo[1,5-a]pyrimidine), C(C)(C)(C)OC(NCCNS(=O)(=O)C1=C(C=C(C(=C1)Br)F)F)=O ([2-(5-bromo-2,4-difluoro-benzenesulfonylamino)-ethyl]-carbamic acid tert-butyl ester). Product: C(C)(C)(C)OC(NCCNS(=O)(=O)C1=C(C=C(C(=C1)C#CC=1C=NN2C1N=C(C=C2C(F)F)C2=CC=C(C=C2)C(F)(F)F)F)F)=O ((2-{5-[7-Difluoromethyl-5-(4-trifluoromethyl-phenyl)-pyrazolo[1,5-a]pyrimidin-3-ylethynyl]-2,4-difluoro-benzenesulfonylamino}-ethyl)-carbamic acid tert-butyl ester), solid.